describe an organic reaction: reactants, conditions, products, and yield From a dataset of the Open Reaction Database (ORD), a public repository of structured organic reaction records. The reactants are FB(F)F, CCOCC, Cc1cnc(C(=O)O)cn1, CCOC(C)=O, [Cl-], CC(C)(C)OC(=N)C(Cl)(Cl)Cl, [Na+], C1CCOC1. The product is Cc1cnc(C(=O)OC(C)(C)C)cn1. As a reaction SMILES: [B:6]([F:7])([F:8])[F:9].[CH2:1]([O:2][CH2:3][CH3:4])[CH3:5].[CH3:10][c:11]1[n:12][cH:13][c:14]([C:17](=[O:18])[OH:19])[n:15][cH:16]1.[CH3:38][CH2:39][O:40][C:41](=[O:42])[CH3:43].[Cl-:32].[Cl:20][C:21]([Cl:22])([Cl:23])[C:28](=[NH:29])[O:30][C:24]([CH3:25])([CH3:26])[CH3:27].[Na+:31].[O:33]1[CH2:34][CH2:35][CH2:36][CH2:37]1>>[CH3:10][c:11]1[n:12][cH:13][c:14]([C:17](=[O:18])[O:19][C:24]([CH3:25])([CH3:26])[CH3:27])[n:15][cH:16]1. The reactants are Cl (hydrochloric acid), ClC1=C(C(NN=C1)=O)COC (5-chloro-4-methoxymethylpyridazin-3-(2H)-one), [H-].[Na+] (sodium hydride), CI (methyl iodide). Solvent: O (water), CN(C=O)C (N,N-dimethylformamide). Reaction conditions: time 30 minute. Product: ClC1=C(C(N(N=C1)C)=O)COC (5-chloro-2-methyl-4-methoxymethylpyridazin-3-(2H)-one). Yield: 65.3%. RXN SMILES: [Cl:1][C:2]1[CH:7]=[N:6][NH:5][C:4](=[O:8])[C:3]=1[CH2:9][O:10][CH3:11].[H-].[Na+].[CH3:14]I.Cl>O.CN(C)C=O>[Cl:1][C:2]1[CH:7]=[N:6][N:5]([CH3:14])[C:4](=[O:8])[C:3]=1[CH2:9][O:10][CH3:11] |f:1.2|. Procedure: Into 22 ml of an N,N-dimethylformamide solution of 2.17 g of 5-chloro-4-methoxymethylpyridazin-3-(2H)-one prepared in the above step (3), 0.55 g of sodium hydride (containing 40% of mineral oil) was added at room temperature. After the addition, the mixture was stirred for 30 minutes. Then, 2.12 g of methyl iodide was dropwise added thereto at a temperature of not higher than 20° C. After completion of the dropwise addition, the mixture was stirred at room temperature for one hour. After complet... Reported procedure: By a procedure similar to that of example 1.59.1, starting from benzaldehyde and 4-ethylacetophenone, 1-(4-ethylphenyl)-3-phenylprop-2-en-1-one was obtained as yellowish solid. Starting materials: C(C1=CC=CC=C1)=O (benzaldehyde), CCC1=CC=C(C=C1)C(=O)C (4-ethylacetophenone). The product is C(C)C1=CC=C(C=C1)C(C=CC1=CC=CC=C1)=O (1-(4-ethylphenyl)-3-phenylprop-2-en-1-one). RXN SMILES: [CH:1](=O)[C:2]1[CH:7]=[CH:6][CH:5]=[CH:4][CH:3]=1.[CH3:9][CH2:10][C:11]1[CH:16]=[CH:15][C:14]([C:17]([CH3:19])=[O:18])=[CH:13][CH:12]=1>>[CH2:10]([C:11]1[CH:16]=[CH:15][C:14]([C:17](=[O:18])[CH:19]=[CH:1][C:2]2[CH:7]=[CH:6][CH:5]=[CH:4][CH:3]=2)=[CH:13][CH:12]=1)[CH3:9]. Starting materials: C(C)(=O)OCC (ethyl acetate), CC(C#CC1=CC(=C(S1)C(=O)O)N(C(=O)[C@@H]1CC[C@H](CC1)C)[C@@H]1CC[C@H](CC1)O)(C)C (5-(3,3-Dimethyl-but-1-ynyl)-3-[(trans-4-hydroxy-cyclohexyl)-(trans-4-methyl-cyclohexanecarbonyl)-amino]-thiophene-2-carboxylic acid), FC1=NC=CC=C1 (2-fluoro-pyridine), [H-].[Na+] (sodium hydride). Run in CN(C)C=O (DMF). Run at time 30 minute. Product: CC(C#CC1=CC(=C(S1)C(=O)O)N([C@@H]1CC[C@H](CC1)OC1=NC=CC=C1)C(=O)[C@@H]1CC[C@H](CC1)C)(C)C (5-(3,3-Dimethyl-but-1-ynyl)-3-{(trans-4-methyl-cyclohexanecarbonyl)-[trans-4-(pyridin-2-yloxy)-cyclohexyl]-amino}-thiophene-2-carboxylic acid). Yield: 71.1%. RXN SMILES: [CH3:1][C:2]([CH3:31])([CH3:30])[C:3]#[C:4][C:5]1[S:9][C:8]([C:10]([OH:12])=[O:11])=[C:7]([N:13]([C@H:23]2[CH2:28][CH2:27][C@H:26]([OH:29])[CH2:25][CH2:24]2)[C:14]([C@H:16]2[CH2:21][CH2:20][C@H:19]([CH3:22])[CH2:18][CH2:17]2)=[O:15])[CH:6]=1.F[C:33]1[CH:38]=[CH:37][CH:36]=[CH:35][N:34]=1.[H-].[Na+].C(OCC)(=O)C>CN(C=O)C>[CH3:31][C:2]([CH3:30])([CH3:1])[C:3]#[C:4][C:5]1[S:9][C:8]([C:10]([OH:12])=[O:11])=[C:7]([N:13]([C:14]([C@H:16]2[CH2:21][CH2:20][C@H:19]([CH3:22])[CH2:18][CH2:17]2)=[O:15])[C@H:23]2[CH2:28][CH2:27][C@H:26]([O:29][C:33]3[CH:38]=[CH:37][CH:36]=[CH:35][N:34]=3)[CH2:25][CH2:24]2)[CH:6]=1 |f:2.3|. Procedure: A mixture of 5-(3,3-Dimethyl-but-1-ynyl)-3-[(trans-4-hydroxy-cyclohexyl)-(trans-4-methyl-cyclohexanecarbonyl)-amino]-thiophene-2-carboxylic acid (78 mg, 0.175 mmol) and 2-fluoro-pyridine (145 μL, 1.68 mmol) in DMF (0.6 mL) was treated with sodium hydride (67 mg, 1.68 mmol, 60% oil dispersion) in two or three portions. The mixture was stirred until the bubbling slowed, and was sealed and heated by microwave at 100 deg C. for 30 min. After cooling, ethyl acetate (2-3 mL) was added and the mixture ...